This data is from the Open Reaction Database (ORD), a public repository of structured organic reaction records. The task is: describe an organic reaction: reactants, conditions, products, and yield The reactants are C([O-])([O-])=O.[Li+].[Li+] (lithium carbonate), C1(CC1)[C@]1([C@@H](NCC1)C(C)C)O ((2S,3R)-3-cyclopropyl-2-isopropylpyrrolidin-3-ol), FC1=C(C#N)C=CC(=C1)F (2,4-difluorobenzonitrile). Product: C1(CC1)[C@]1([C@@H](N(CC1)C1=CC(=C(C#N)C=C1)F)C)O (4-[(2S,3R)-3-cyclopropyl-3-hydroxy-2-methylpyrrolidin-1-yl]-2-fluorobenzonitrile), solid. Yield: 59.0%. RXN SMILES: [CH:1]1([C@:4]2([OH:12])[CH2:8][CH2:7][NH:6][C@H:5]2[CH:9](C)C)[CH2:3][CH2:2]1.[F:13][C:14]1[CH:21]=[C:20](F)[CH:19]=[CH:18][C:15]=1[C:16]#[N:17].C(=O)([O-])[O-].[Li+].[Li+]>>[CH:1]1([C@:4]2([OH:12])[CH2:8][CH2:7][N:6]([C:20]3[CH:19]=[CH:18][C:15]([C:16]#[N:17])=[C:14]([F:13])[CH:21]=3)[C@H:5]2[CH3:9])[CH2:2][CH2:3]1 |f:2.3.4|. Procedure: By an operation in the same manner as in Example 1 and using (2S,3R)-3-cyclopropyl-2-methylpyrrolidin-3-ol 0.5 oxalate (200 mg), 2,4-difluorobenzonitrile (255 mg) and lithium carbonate (180 mg), the title compound was obtained as a colorless solid (yield: 188 mg, yield: 59%). Reaction SMILES: [C:23](=[O:24])([O-:25])[O-:26].[CH3:1][CH:2]1[N:3]([CH2:7][CH2:8][c:9]2[o:10][c:11]3[c:12]([cH:13]2)[cH:14][c:15]([C:18]#[N:19])[cH:16][cH:17]3)[CH2:4][CH2:5][CH2:6]1.[CH3:29][CH2:30][OH:31].[ClH:20].[K+:27].[K+:28].[NH2:21][OH:22]>>[CH3:1][CH:2]1[N:3]([CH2:7][CH2:8][c:9]2[o:10][c:11]3[c:12]([cH:13]2)[cH:14][c:15]([C:18]([NH2:19])=[N:21][OH:22])[cH:16][cH:17]3)[CH2:4][CH2:5][CH2:6]1. Reactants: O=C([O-])[O-], CC1CCCN1CCc1cc2cc(C#N)ccc2o1, CCO, Cl, [K+], [K+], NO. The product is CC1CCCN1CCc1cc2cc(C(N)=NO)ccc2o1.